From a dataset of the Open Reaction Database (ORD), a public repository of structured organic reaction records. describe an organic reaction: reactants, conditions, products, and yield The reactants are ClC1=CC(=C(C(=O)O)C=C1)OC1=CC(=CC=C1)C(F)(F)F (4-chloro-2-(3-trifluoromethyl-phenoxy)-benzoic acid), S(O)(O)(=O)=O (sulfuric acid), CO (methanol). Yields the product COC(C1=C(C=C(C=C1)Cl)OC1=CC(=CC=C1)C(F)(F)F)=O (4-chloro-2-(3-trifluoromethyl-phenoxy)-benzoic acid methyl ester). RXN SMILES: [Cl:1][C:2]1[CH:10]=[CH:9][C:5]([C:6]([OH:8])=[O:7])=[C:4]([O:11][C:12]2[CH:17]=[CH:16][CH:15]=[C:14]([C:18]([F:21])([F:20])[F:19])[CH:13]=2)[CH:3]=1.S(=O)(=O)(O)O.[CH3:27]O>>[CH3:27][O:7][C:6](=[O:8])[C:5]1[CH:9]=[CH:10][C:2]([Cl:1])=[CH:3][C:4]=1[O:11][C:12]1[CH:17]=[CH:16][CH:15]=[C:14]([C:18]([F:19])([F:20])[F:21])[CH:13]=1. Procedure details: 136 G. of 4-chloro-2-(3-trifluoromethyl-phenoxy)-benzoic acid are boiled at reflux for 2.5 hours in a mixture of 1000 ml. of methanol and 100 ml. of concentrated sulfuric acid. After concentration of the mixture under vacuum, the residue is poured on to ice and extracted with benzene. The benzene extracts are washed with water, aqueous sodium bicarbonate solution and again with water. After evaporation of the benzene, there is obtained 4-chloro-2-(3-trifluoromethyl-phenoxy)-benzoic acid methyl e... Starting materials: BrC1=CC=C(C=C1)C1=CC=2N(C(=N1)SCC)C=CN2 (7-(4-bromophenyl)-5-(ethylthio)imidazo[1,2-c]pyrimidine), CO (methanol), [OH-].[K+] (potassium hydroxide), Cl (hydrochloric acid). Solvent: O (water), O (water). Reaction conditions: time 2 day. The product is BrC1=CC=C(C=C1)C1=CC=2N(C(N1)=O)C=CN2 (7-(4-bromophenyl)imidazo[1,2-c]pyrimidin-5(6H)-one). The yield is 94.7%. As a reaction SMILES: [Br:1][C:2]1[CH:7]=[CH:6][C:5]([C:8]2[N:13]=[C:12](SCC)[N:11]3[CH:17]=[CH:18][N:19]=[C:10]3[CH:9]=2)=[CH:4][CH:3]=1.C[OH:21].[OH-].[K+].Cl>O>[Br:1][C:2]1[CH:7]=[CH:6][C:5]([C:8]2[NH:13][C:12](=[O:21])[N:11]3[CH:17]=[CH:18][N:19]=[C:10]3[CH:9]=2)=[CH:4][CH:3]=1 |f:2.3|. Procedure details: To a flask charged with 7-(4-bromophenyl)-5-(ethylthio)imidazo[1,2-c]pyrimidine (62.34 g, 186.5 mmol), methanol (250 mL), and potassium hydroxide (52.32 g, 932.6 mmol) was added water (250 mL) and the reaction was fitted with a condenser and heated to reflux for 4 hours. The reaction mixture was diluted with water (500 mL) and acidified with concentrated hydrochloric acid to a pH=5. The solids were collected by vacuum filtration and then washed with water (3×500 mL) and the cake was dried. The s... The reactants are CC(C(=O)OCC)(C(=O)OCC)OC1=CC(=CC=C1)[N+](=O)[O-] (diethyl 2-methyl-2-(3-nitrophenoxy)malonate), [N+](=O)([O-])C1=CC=C(OCC=2C=C(OC2)C(=O)OC)C=C1 (4-(4-nitrophenoxymethyl)-2-methoxycarbonyl-furan). Product: NC1=CC=C(OCC=2C=C(OC2)C(=O)OC)C=C1 (4-(4-aminophenoxymethyl)-2-methoxycarbonyl-furan). RXN SMILES: CC(OC1C=CC=C([N+]([O-])=O)C=1)(C(OCC)=O)C(OCC)=O.[N+:23]([C:26]1[CH:42]=[CH:41][C:29]([O:30][CH2:31][C:32]2[CH:33]=[C:34]([C:37]([O:39][CH3:40])=[O:38])[O:35][CH:36]=2)=[CH:28][CH:27]=1)([O-])=O>>[NH2:23][C:26]1[CH:27]=[CH:28][C:29]([O:30][CH2:31][C:32]2[CH:33]=[C:34]([C:37]([O:39][CH3:40])=[O:38])[O:35][CH:36]=2)=[CH:41][CH:42]=1. Procedure: In like manner to the reduction of diethyl 2-methyl-2-(3-nitrophenoxy)malonate, 4-(4-nitrophenoxymethyl)-2-methoxycarbonyl-furan was reduced to provide 4-(4-aminophenoxymethyl)-2-methoxycarbonyl-furan. 1H NMR (CDCl3): δ 7.15 (d, 1H, J=3.5 Hz), 7.05 (t, 1H, J=8.2 Hz), 6.50 (d, 1H, J=3.5 Hz), 6.37–6.27 (m, 3H), 5.01 (s, 2H), 3.89 (s, 3H). Reactants: BrC1=CC(=C(C=C1)SCCCCl)[N+](=O)[O-] (4-Bromo-1-[(3-chloropropyl)sulfanyl]-2-nitrobenzene). Run in CO (MeOH). Run at time 72 hour. The product is BrC=1C=CC(=C(N)C1)SCCCCl (5-bromo-2-[(3-chloropropyl)sulfanyl]aniline). The yield is 64.2%. Reaction SMILES: [Br:1][C:2]1[CH:7]=[CH:6][C:5]([S:8][CH2:9][CH2:10][CH2:11][Cl:12])=[C:4]([N+:13]([O-])=O)[CH:3]=1>CO>[Br:1][C:2]1[CH:7]=[CH:6][C:5]([S:8][CH2:9][CH2:10][CH2:11][Cl:12])=[C:4]([CH:3]=1)[NH2:13]. Procedure details: 4-Bromo-1-[(3-chloropropyl)sulfanyl]-2-nitrobenzene (1.97 g, 7.1 mmol) was dissolved in MeOH (25 mL). The reaction flask was evacuated with nitrogen, and Pd(OH)2 on carbon (400 mg) was added. The reaction flask was evacuated with nitrogen several time before being subjected to an atmosphere of H2 (50 psi). The flask was shaken on a parr apparatus for 72 hrs. The reaction was filtered over a bed of celite and the residue was washed with MeOH (5 mL). The supernant was concentrated, and the crude, ...